describe an organic reaction: reactants, conditions, products, and yield From a dataset of the Open Reaction Database (ORD), a public repository of structured organic reaction records. Starting materials: [Al+3], COC(=O)CC(NC(=O)C1(NC(=O)OC(C)(C)C)CCN(c2ncnc3[nH]ccc23)CC1)c1ccc(Cl)cc1, C1CCOC1, [H-], [H-], [H-], [H-], [Li+]. The product is CC(C)(C)OC(=O)NC1(C(=O)NC(CCO)c2ccc(Cl)cc2)CCN(c2ncnc3[nH]ccc23)CC1. As a reaction SMILES: [Al+3:2].[C:7]([CH3:8])([CH3:9])([CH3:10])[O:11][C:12](=[O:13])[NH:14][C:15]1([C:30](=[O:31])[NH:32][CH:33]([CH2:34][C:35](=[O:36])[O:37][CH3:38])[c:39]2[cH:40][cH:41][c:42]([Cl:45])[cH:43][cH:44]2)[CH2:16][CH2:17][N:18]([c:21]2[c:22]3[c:23]([n:24][cH:25][n:26]2)[nH:27][cH:28][cH:29]3)[CH2:19][CH2:20]1.[CH2:46]1[O:47][CH2:48][CH2:49][CH2:50]1.[H-:1].[H-:4].[H-:5].[H-:6].[Li+:3]>>[C:7]([CH3:8])([CH3:9])([CH3:10])[O:11][C:12](=[O:13])[NH:14][C:15]1([C:30](=[O:31])[NH:32][CH:33]([CH2:34][CH2:35][OH:36])[c:39]2[cH:40][cH:41][c:42]([Cl:45])[cH:43][cH:44]2)[CH2:16][CH2:17][N:18]([c:21]2[c:22]3[c:23]([n:24][cH:25][n:26]2)[nH:27][cH:28][cH:29]3)[CH2:19][CH2:20]1. Procedure: A solution of 3.97 g (0.025 mole) of 3-cyanomethylbenzo[b]furan in 200 mL of diethyl ether was slowly added to a refluxing suspension of 3.84 g (0.1 mole) of lithium aluminum hydride in 400 mL of ether. The reaction was heated 3 hours., cooled and water was slowly added. The suspension was filtered through a pad of filter aid and the filtrate was evaporated to give 3.2 g of oily product. The hydrochloride salt has m.p. 183°-185° C. Reactants: O (water), C(#N)CC=1C2=C(OC1)C=CC=C2 (3-cyanomethylbenzo[b]furan), [H-].[Al+3].[Li+].[H-].[H-].[H-] (lithium aluminum hydride). Yields the product O1C2=C(C(=C1)CCN)C=CC=C2 (2-(3-benzo[b]furanyl)ethylamine). Solvent: C(C)OCC (diethyl ether), CCOCC (ether). As a reaction SMILES: [C:1]([CH2:3][C:4]1[C:5]2[CH:12]=[CH:11][CH:10]=[CH:9][C:6]=2[O:7][CH:8]=1)#[N:2].[H-].[Al+3].[Li+].[H-].[H-].[H-].O>C(OCC)C>[O:7]1[CH:8]=[C:4]([CH2:3][CH2:1][NH2:2])[C:5]2[CH:12]=[CH:11][CH:10]=[CH:9][C:6]1=2 |f:1.2.3.4.5.6|. Yield: 79.4%. The reactants are CC(NCc1ccc(Cl)c(Br)c1)c1ccccc1, O=C([O-])[O-], CN1CCCC1=O, [Cu]I, [K+], [K+], c1ccc2[nH]cnc2c1. Yields the product CC(NCc1ccc(Cl)c(-n2cnc3ccccc32)c1)c1ccccc1. RXN SMILES: [Br:10][c:11]1[cH:12][c:13]([CH2:14][NH:15][CH:16]([CH3:17])[c:18]2[cH:19][cH:20][cH:21][cH:22][cH:23]2)[cH:24][cH:25][c:26]1[Cl:27].[C:28](=[O:29])([O-:30])[O-:31].[CH3:36][N:37]1[CH2:38][CH2:39][CH2:40][C:41]1=[O:42].[Cu:34][I:35].[K+:32].[K+:33].[nH:1]1[cH:2][n:3][c:4]2[c:5]1[cH:6][cH:7][cH:8][cH:9]2>>[n:1]1(-[c:11]2[cH:12][c:13]([CH2:14][NH:15][CH:16]([CH3:17])[c:18]3[cH:19][cH:20][cH:21][cH:22][cH:23]3)[cH:24][cH:25][c:26]2[Cl:27])[cH:2][n:3][c:4]2[c:5]1[cH:6][cH:7][cH:8][cH:9]2. Starting materials: OC(COC1=CC=C(C2=C1C(CC(O2)C(=O)OCC)=O)CCC)C (ethyl 2,3-dihydro-5-(2-hydroxypropoxy)-4-oxo-8-propyl-4H-1-benzopyran-2-carboxylate), BrN1C(CCC1=O)=O (N-bromosuccinimide). Run in C(Cl)(Cl)(Cl)Cl (carbon tetrachloride). Yields the product OC(COC1=CC=C(C2=C1C(C=C(O2)C(=O)OCC)=O)CCC)C (ethyl 5-(2-hydroxypropoxy)-4-oxo-8-propyl-4H-1-benzopyran-2-carboxylate). RXN SMILES: [OH:1][CH:2]([CH3:24])[CH2:3][O:4][C:5]1[C:10]2[C:11](=[O:20])[CH2:12][CH:13]([C:15]([O:17][CH2:18][CH3:19])=[O:16])[O:14][C:9]=2[C:8]([CH2:21][CH2:22][CH3:23])=[CH:7][CH:6]=1.BrN1C(=O)CCC1=O>C(Cl)(Cl)(Cl)Cl>[OH:1][CH:2]([CH3:24])[CH2:3][O:4][C:5]1[C:10]2[C:11](=[O:20])[CH:12]=[C:13]([C:15]([O:17][CH2:18][CH3:19])=[O:16])[O:14][C:9]=2[C:8]([CH2:21][CH2:22][CH3:23])=[CH:7][CH:6]=1. Procedure: A mixture of ethyl 2,3-dihydro-5-(2-hydroxypropoxy)-4-oxo-8-propyl-4H-1-benzopyran-2-carboxylate and N-bromosuccinimide (1.1 g) was heated at reflux in carbon tetrachloride (100 ml) for 6 hours. The solution was cooled, washed with water, dried and evaporated. The solid residue was crystallised from ethanol giving ethyl 5-(2-hydroxypropoxy)-4-oxo-8-propyl-4H-1-benzopyran-2-carboxylate identical in all respects with authentic material.